From a dataset of the Open Reaction Database (ORD), a public repository of structured organic reaction records. describe an organic reaction: reactants, conditions, products, and yield Reactants: Cl (hydrochloric acid), COC1=C(C=CC(=C1)OCC=1C=NC=CC1)C=CC(CC(C)=O)=O (6-[2-methoxy-4-(3-pyridylmethoxy)phenyl]hex-5-ene-2,4-dione), N1CCCCC1 (piperidine), [B]=O (boron oxide), N1C=CC2=CC=CC(=C12)C=O (1H-indole-7-carboxaldehyde), B(OC(C)C)(OC(C)C)OC(C)C (triisopropyl borate), C([O-])(O)=O.[Na+] (sodium bicarbonate). The solvent is [Cl-].[Na+].O (brine), C(C)(=O)OCC (ethyl acetate), C(C)(=O)OCC (ethyl acetate). Conditions: temperature 70 celsius. Yields the product N1C=CC2=CC=CC(=C12)\C=C\C(CC(\C=C\C1=C(C=C(C=C1)OCC=1C=NC=CC1)OC)=O)=O ((1E,6E)-1-(1H-indol-7-yl)-7-[2-methoxy-4-(3-pyridylmethoxy) phenyl]hepta-1,6-diene-3,5-dione). The yield is 17.7%. As a reaction SMILES: [CH3:1][O:2][C:3]1[CH:8]=[C:7]([O:9][CH2:10][C:11]2[CH:12]=[N:13][CH:14]=[CH:15][CH:16]=2)[CH:6]=[CH:5][C:4]=1[CH:17]=[CH:18][C:19](=[O:24])[CH2:20][C:21](=[O:23])[CH3:22].[B]=O.[NH:27]1[C:35]2[C:30](=[CH:31][CH:32]=[CH:33][C:34]=2[CH:36]=O)[CH:29]=[CH:28]1.B(OC(C)C)(OC(C)C)OC(C)C.N1CCCCC1.Cl.C(=O)(O)[O-].[Na+]>C(OCC)(=O)C.[Cl-].[Na+].O>[NH:27]1[C:35]2[C:30](=[CH:31][CH:32]=[CH:33][C:34]=2/[CH:36]=[CH:22]/[C:21](=[O:23])[CH2:20][C:19](=[O:24])/[CH:18]=[CH:17]/[C:4]2[CH:5]=[CH:6][C:7]([O:9][CH2:10][C:11]3[CH:12]=[N:13][CH:14]=[CH:15][CH:16]=3)=[CH:8][C:3]=2[O:2][CH3:1])[CH:29]=[CH:28]1 |f:6.7,9.10.11,^1:24|. Reported procedure: In a 20 mL reaction vessel were placed 88 mg (0.27 mmol) of 6-[2-methoxy-4-(3-pyridylmethoxy)phenyl]hex-5-ene-2,4-dione and 26.4 mg (0.380 mmol) of boron oxide and they were dissolved in 1.76 mL of ethyl acetate. To the mixture under stirring at 70° C., 40 mg (0.27 mmol) of 1H-indole-7-carboxaldehyde and 124 μL (0.54 mmol) of triisopropyl borate were sequentially added. After the mixture was stirred at the same temperature for 1 hour, a solution of 5.4 μL (54 μmol) of piperidine in ethyl acetate... The reactants are CCOC(=C1C(=O)Nc2ccc([N+](=O)[O-])cc21)c1ccccc1, CNCCc1ccc(N)cc1. Yields the product CNCCc1ccc(NC(=C2C(=O)Nc3ccc([N+](=O)[O-])cc32)c2ccccc2)cc1. Reaction SMILES: [CH2:1]([O:2][C:4]([c:5]1[cH:6][cH:7][cH:8][cH:9][cH:10]1)=[C:11]1[C:12](=[O:23])[NH:13][c:14]2[cH:15][cH:16][c:17]([N+:20](=[O:21])[O-:22])[cH:18][c:19]21)[CH3:3].[CH3:24][NH:25][CH2:26][CH2:27][c:28]1[cH:29][cH:30][c:31]([NH2:32])[cH:33][cH:34]1>>[C:4]([c:5]1[cH:6][cH:7][cH:8][cH:9][cH:10]1)(=[C:11]1[C:12](=[O:23])[NH:13][c:14]2[cH:15][cH:16][c:17]([N+:20](=[O:21])[O-:22])[cH:18][c:19]21)[NH:32][c:31]1[cH:30][cH:29][c:28]([CH2:27][CH2:26][NH:25][CH3:24])[cH:34][cH:33]1. Reactants: C(C)(C)C=1C(NC(NC1C(C1=CC(=CC(=C1)C)C)=O)=O)=O (5-Isopropyl-6-(3,5-dimethylbenzoyl)-2,4-pyrimidinedione), C(C1=CC=CC=C1)Br (benzyl bromide). Yields the product C(C1=CC=CC=C1)N1C(NC(C(=C1C(C1=CC(=CC(=C1)C)C)=O)C(C)C)=O)=O (1-Benzyl-5-isopropyl-6-(3,5-dimethylbenzoyl)-2,4-pyrimidinedione). Isolated yield 78.0%. Reaction SMILES: [CH:1]([C:4]1[C:5](=[O:21])[NH:6][C:7](=[O:20])[NH:8][C:9]=1[C:10](=[O:19])[C:11]1[CH:16]=[C:15]([CH3:17])[CH:14]=[C:13]([CH3:18])[CH:12]=1)([CH3:3])[CH3:2].[CH2:22](Br)[C:23]1[CH:28]=[CH:27][CH:26]=[CH:25][CH:24]=1>>[CH2:22]([N:8]1[C:9]([C:10](=[O:19])[C:11]2[CH:12]=[C:13]([CH3:18])[CH:14]=[C:15]([CH3:17])[CH:16]=2)=[C:4]([CH:1]([CH3:3])[CH3:2])[C:5](=[O:21])[NH:6][C:7]1=[O:20])[C:23]1[CH:28]=[CH:27][CH:26]=[CH:25][CH:24]=1. Procedure: 5-Isopropyl-6-(3,5-dimethylbenzoyl)-2,4-pyrimidinedione and benzyl bromide were reacted by the same way with the example 1 to obtain the titled compound (293 mg, yield: 78.0%). The reactants are BrCCOC1CCCCO1, O=C([O-])[O-], CCOc1cc(O)cc(C(=Nc2ccc(-c3noc(C)n3)cc2)C(=NC(=O)OC)SC)c1, [K+], [K+], CN(C)C=O, O. Yields the product CCOc1cc(OCCOC2CCCCO2)cc(C(=Nc2ccc(-c3noc(C)n3)cc2)C(=NC(=O)OC)SC)c1. RXN SMILES: [Br:44][CH2:45][CH2:46][O:47][CH:48]1[O:49][CH2:50][CH2:51][CH2:52][CH2:53]1.[C:38](=[O:39])([O-:40])[O-:41].[CH3:6][O:7][C:8]([N:9]=[C:10]([C:11](=[N:12][c:13]1[cH:14][cH:15][c:16](-[c:19]2[n:20][o:21][c:22]([CH3:24])[n:23]2)[cH:17][cH:18]1)[c:25]1[cH:26][c:27]([O:32][CH2:33][CH3:34])[cH:28][c:29]([OH:31])[cH:30]1)[S:35][CH3:36])=[O:37].[K+:42].[K+:43].[O:1]=[CH:2][N:3]([CH3:4])[CH3:5].[OH2:54]>>[CH3:6][O:7][C:8]([N:9]=[C:10]([C:11](=[N:12][c:13]1[cH:14][cH:15][c:16](-[c:19]2[n:20][o:21][c:22]([CH3:24])[n:23]2)[cH:17][cH:18]1)[c:25]1[cH:26][c:27]([O:32][CH2:33][CH3:34])[cH:28][c:29]([O:31][CH2:45][CH2:46][O:47][CH:48]2[O:49][CH2:50][CH2:51][CH2:52][CH2:53]2)[cH:30]1)[S:35][CH3:36])=[O:37]. The reactants are C(C)(C)N(C(C)C)CC (N,N-Diisopropylethylamine), BrCC#N (bromoacetonitrile), N(=[N+]=[N-])C1=CC=C(COC(=O)NC[C@H](CC[C@@H](C(=O)O)NC(=O)OC(C)(C)C)SSC)C=C1 ((2S,5S)-6-((((4-azidobenzyl)oxy)carbonyl)amino)-2-((tert-butoxycarbonyl)amino)-5-(methyldisulfanyl)hexanoic acid). Run in C(C)#N (acetonitrile). Run at time 4.5 hour. Yields the product N(=[N+]=[N-])C1=CC=C(COC(=O)NC[C@H](CC[C@@H](C(=O)OCC#N)NC(=O)OC(C)(C)C)SSC)C=C1 ((2S,5S)-cyanomethyl 6-((((4-azidobenzyl)oxy)carbonyl)amino)-2-((tert-butoxycarbonyl)amino)-5-(methyldisulfanyl)hexanoate). Isolated yield 89.5%. Reaction SMILES: [CH:1]([N:4](CC)C(C)C)(C)[CH3:2].BrCC#N.[N:14]([C:17]1[CH:46]=[CH:45][C:20]([CH2:21][O:22][C:23]([NH:25][CH2:26][C@@H:27]([S:42][S:43][CH3:44])[CH2:28][CH2:29][C@H:30]([NH:34][C:35]([O:37][C:38]([CH3:41])([CH3:40])[CH3:39])=[O:36])[C:31]([OH:33])=[O:32])=[O:24])=[CH:19][CH:18]=1)=[N+:15]=[N-:16]>C(#N)C>[N:14]([C:17]1[CH:18]=[CH:19][C:20]([CH2:21][O:22][C:23]([NH:25][CH2:26][C@@H:27]([S:42][S:43][CH3:44])[CH2:28][CH2:29][C@H:30]([NH:34][C:35]([O:37][C:38]([CH3:39])([CH3:40])[CH3:41])=[O:36])[C:31]([O:33][CH2:2][C:1]#[N:4])=[O:32])=[O:24])=[CH:45][CH:46]=1)=[N+:15]=[N-:16]. Reported procedure: N,N-Diisopropylethylamine (51 μL, 0.291 mmol) and subsequently bromoacetonitrile (92 μL, 1.321 mmol) were added to a solution of (2S,5S)-6-((((4-azidobenzyl)oxy)carbonyl)amino)-2-((tert-butoxycarbonyl)amino)-5-(methyldisulfanyl)hexanoic acid (Compound tk8) (132 mg, 0.264 mmol) in acetonitrile (0.4 mL) at room temperature under a nitrogen atmosphere. The reaction mixture was stirred at the same temperature for 4.5 hours and then concentrated under reduced pressure, and the resulting crude product...